Dataset: the Open Reaction Database (ORD), a public repository of structured organic reaction records. Task: describe an organic reaction: reactants, conditions, products, and yield The reactants are C1CCOC1, Cc1ccc(N2CCN(C(=O)Oc3ccc([N+](=O)[O-])cc3)CC2)cc1, CCCCCCC, CN1CCCC(CO)C1, [H-], [Na+]. Product: Cc1ccc(N2CCN(C(=O)OCC3CCCN(C)C3)CC2)cc1. Reaction SMILES: [CH2:44]1[O:45][CH2:46][CH2:47][CH2:48]1.[CH3:12][c:13]1[cH:14][cH:15][c:16]([N:19]2[CH2:20][CH2:21][N:22]([C:25](=[O:26])[O:27][c:28]3[cH:29][cH:30][c:31]([N+:32]([O-:33])=[O:34])[cH:35][cH:36]3)[CH2:23][CH2:24]2)[cH:17][cH:18]1.[CH3:37][CH2:38][CH2:39][CH2:40][CH2:41][CH2:42][CH3:43].[CH3:3][N:4]1[CH2:5][CH:6]([CH2:10][OH:11])[CH2:7][CH2:8][CH2:9]1.[H-:1].[Na+:2]>>[CH3:3][N:4]1[CH2:5][CH:6]([CH2:10][O:11][C:25]([N:22]2[CH2:21][CH2:20][N:19]([c:16]3[cH:15][cH:14][c:13]([CH3:12])[cH:18][cH:17]3)[CH2:24][CH2:23]2)=[O:26])[CH2:7][CH2:8][CH2:9]1. Starting materials: [OH-].[Na+] (sodium hydroxide), C(C1=CC=CC=C1)Br (benzyl bromide), C(C)(C)(C)OC(OC(C)(C)C)=O (di-tert-butylcarbonate), Br.NC1C(=O)OCC1 ((±)-α-amino-γ-butyrolactone hydrobromide), 1/1, [OH-].[Na+] (sodium hydroxide). Run in O (water), O1CCOCC1 (dioxane), O1CCOCC1.O (dioxane water), O (water). Run at time 3 hour. Product: C(C1=CC=CC=C1)OC([C@@H](NC(=O)OC(C)(C)C)CCO)=O (N-(tert-Butoxycarbonyl)homoserine Benzyl Ester). Yield: 92.6%. Reaction SMILES: C(O[C:6](=[O:12])[O:7][C:8]([CH3:11])([CH3:10])[CH3:9])(C)(C)C.Br.[NH2:14][CH:15]1[CH2:20][CH2:19][O:18][C:16]1=[O:17].[OH-:21].[Na+].[CH2:23](Br)[C:24]1[CH:29]=[CH:28][CH:27]=[CH:26][CH:25]=1>O1CCOCC1.O1CCOCC1.O.O>[CH2:23]([O:21][C:16](=[O:17])[C@H:15]([CH2:20][CH2:19][OH:18])[NH:14][C:6]([O:7][C:8]([CH3:9])([CH3:10])[CH3:11])=[O:12])[C:24]1[CH:29]=[CH:28][CH:27]=[CH:26][CH:25]=1 |f:1.2,3.4,7.8|. Reported procedure: A solution of di-tert-butylcarbonate (36.40 g, 166.8 mmol) in dioxane (100 ml) was added to a solution of (±)-α-amino-γ-butyrolactone hydrobromide (25.28 g, 138.9 mmol) in a mixture of dioxane/water=1/1 (200 ml). 20 minutes were spent in adding dropwise a solution of sodium hydroxide (12,58 g, 321.1 mmol) in water (100 ml) to the mixture with ice-cooling and with stirring. This mixture was stirred for 30 minutes with ice-cooling and then at room temperature for 3 hours. The reaction mixture was ... The reactants are Nc1ccc([N+](=O)[O-])cc1CNC(=O)c1ccccc1, O=P(Cl)(Cl)Cl. Yields the product O=[N+]([O-])c1ccc2c(c1)CNC(c1ccccc1)=N2. As a reaction SMILES: [C:1]([c:2]1[cH:3][cH:4][cH:5][cH:6][cH:7]1)(=[O:8])[NH:9][CH2:10][c:11]1[c:12]([NH2:20])[cH:13][cH:14][c:15]([N+:17](=[O:18])[O-:19])[cH:16]1.[P:21]([Cl:22])([Cl:23])([Cl:24])=[O:25]>>[C:1]1([c:2]2[cH:3][cH:4][cH:5][cH:6][cH:7]2)=[N:20][c:12]2[c:11]([cH:16][c:15]([N+:17](=[O:18])[O-:19])[cH:14][cH:13]2)[CH2:10][NH:9]1. Reactants: ClC1=C(C=C(C(=O)N2CCN(CC2)C(=O)OC(C)(C)C)C=C1)C#N (tert-butyl 4-(4-chloro-3-cyanobenzoyl)piperazine-1-carboxylate), OC1=C(C(=O)O)C=C(C=C1)I (2-hydroxy-5-iodobenzoic acid). The product is OC1=C(C(=O)N2CCN(CC2)C(=O)OC(C)(C)C)C=C(C=C1)I (tert-butyl 4-(2-hydroxy-5-iodobenzoyl)piperazine-1-carboxylate). Reaction SMILES: ClC1C=CC(C([N:8]2[CH2:13][CH2:12][N:11]([C:14]([O:16][C:17]([CH3:20])([CH3:19])[CH3:18])=[O:15])[CH2:10][CH2:9]2)=O)=CC=1C#N.[OH:25][C:26]1[CH:34]=[CH:33][C:32]([I:35])=[CH:31][C:27]=1[C:28]([OH:30])=O>>[OH:25][C:26]1[CH:34]=[CH:33][C:32]([I:35])=[CH:31][C:27]=1[C:28]([N:8]1[CH2:9][CH2:10][N:11]([C:14]([O:16][C:17]([CH3:20])([CH3:19])[CH3:18])=[O:15])[CH2:12][CH2:13]1)=[O:30]. Procedure: Performed identical to tert-butyl 4-(4-chloro-3-cyanobenzoyl)piperazine-1-carboxylate in Example 1 except 2-hydroxy-5-iodobenzoic acid was used in place of 3-cyano-4-chlorobenzoic acid. Reaction SMILES: [CH3:1][O:2][C:3]1[CH:4]=[C:5]2[C:10](=[CH:11][C:12]=1[O:13][CH2:14][CH2:15][CH2:16][S:17]([CH3:20])(=[O:19])=[O:18])[N:9]=[CH:8][NH:7][C:6]2=O.CN(C=O)C.C1(C)C=CC=CC=1.C(=O)([O-])O.[Na+].S(Cl)([Cl:41])=O>>[Cl:41][C:6]1[C:5]2[C:10](=[CH:11][C:12]([O:13][CH2:14][CH2:15][CH2:16][S:17]([CH3:20])(=[O:19])=[O:18])=[C:3]([O:2][CH3:1])[CH:4]=2)[N:9]=[CH:8][N:7]=1 |f:3.4|. The solvent is ice water. Procedure details: 6-Methoxy-7-(3-methylsulphonylpropoxy)-3,4-dihydroquinazolin-4-one (3.6 g, 11.5 mmol) was suspended in thionyl chloride (40 ml). DMF (1.8 ml) was added under argon and the mixture was heated at reflux for 1.5 hours. The thionyl chloride was eliminated by several azeotropic distillations using toluene. The solid residue was suspended in ice/water and a saturated solution of sodium hydrogen carbonate was added to adjust the mixture to pH7. The solid was collected by filtration, washed with water a... The product is ClC1=NC=NC2=CC(=C(C=C12)OC)OCCCS(=O)(=O)C (4-chloro-6-methoxy-7-(3-methylsulphonylpropoxy)quinazoline). The yield is 88.0%. The reactants are S(=O)(Cl)Cl (thionyl chloride), COC=1C=C2C(NC=NC2=CC1OCCCS(=O)(=O)C)=O (6-Methoxy-7-(3-methylsulphonylpropoxy)-3,4-dihydroquinazolin-4-one), C(O)([O-])=O.[Na+] (sodium hydrogen carbonate), CN(C)C=O (DMF), C1(=CC=CC=C1)C (toluene), S(=O)(Cl)Cl (thionyl chloride). As a reaction SMILES: [OH-].[Na+].O.[C:4]1([C:10]2([CH2:15][NH2:16])[CH2:14][CH2:13][CH2:12][CH2:11]2)[CH:9]=[CH:8][CH:7]=[CH:6][CH:5]=1.[C:17](=S)=[S:18]>>[C:4]1([C:10]2([CH2:15][N:16]=[C:17]=[S:18])[CH2:14][CH2:13][CH2:12][CH2:11]2)[CH:9]=[CH:8][CH:7]=[CH:6][CH:5]=1 |f:0.1|. Yields the product 86, C1(=CC=CC=C1)C1(CCCC1)CN=C=S ((1-phenylcyclopentylmethyl)isothiocyanate). Procedure: A solution of 20 parts of sodium hydroxide and 300 parts of water is cooled to ±10° C. and there are added successively 41.8 parts of carbon disulfide and then dropwise 95 parts of 1-phenyl-cyclopentylmethylamine (exothermic reaction). Upon completion, the cooling-bath is removed and the whole is stirred at 30 minutes at room temperature. Then there are added dropwise at 30° C., 54.25 parts of ethyl chloroformate (exothermic reaction: cooling is necessary). The whole is stirred for 3 hours at 50... The reactants are 20, [OH-].[Na+] (sodium hydroxide), O (water), C1(=CC=CC=C1)C1(CCCC1)CN (1-phenyl-cyclopentylmethylamine), C(=S)=S (carbon disulfide). Conditions: time 30 minute.